Dataset: the Open Reaction Database (ORD), a public repository of structured organic reaction records. Task: describe an organic reaction: reactants, conditions, products, and yield Reactants: COC1=NOC(=C1)C(C)O (3-methoxy-5-(1-hydroxyethyl)-isoxazole), BrC1=NOC(=C1)C(CC)O (3-bromo-5-(1-hydroxypropyl)-isoxazole), BrC1=NOC(=C1)C(CCC)O (3-bromo-5-(1-hydroxybutyl)-isoxazole). Product: BrC1=NOC(=C1)C(C)=O (3-bromo-5-acetylisoxazole). Reaction SMILES: COC1C=C(C(O)C)ON=1.[Br:11][C:12]1[CH:16]=[C:15]([CH:17]([OH:20])[CH2:18]C)[O:14][N:13]=1.BrC1C=C(C(O)CCC)ON=1>>[Br:11][C:12]1[CH:16]=[C:15]([C:17](=[O:20])[CH3:18])[O:14][N:13]=1. Procedure: In a similar manner 3-methoxy-5-(1-hydroxyethyl)-isoxazole, 3-bromo-5-(1-hydroxypropyl)-isoxazole and 3-bromo-5-(1-hydroxybutyl)-isoxazole were oxidized to afford Starting materials: Nc1ccc(C(=O)O)c(NC(=O)c2ccc(C(=O)O)cc2)c1, CC(C)C(=O)Cl, [Na+], [OH-], O, c1ccncc1. Product: CC(C)C(=O)Nc1ccc(C(=O)O)c(NC(=O)c2ccc(C(=O)O)cc2)c1. Reaction SMILES: [C:1](=[O:2])([OH:3])[c:4]1[cH:5][cH:6][c:7]([C:8](=[O:9])[NH:10][c:11]2[c:12]([C:13](=[O:14])[OH:15])[cH:16][cH:17][c:18]([NH2:20])[cH:19]2)[cH:21][cH:22]1.[C:23]([CH:24]([CH3:25])[CH3:26])(=[O:27])[Cl:28].[Na+:30].[OH-:29].[OH2:37].[cH:31]1[cH:32][cH:33][n:34][cH:35][cH:36]1>>[C:1](=[O:2])([OH:3])[c:4]1[cH:5][cH:6][c:7]([C:8](=[O:9])[NH:10][c:11]2[c:12]([C:13](=[O:14])[OH:15])[cH:16][cH:17][c:18]([NH:20][C:23]([CH:24]([CH3:25])[CH3:26])=[O:27])[cH:19]2)[cH:21][cH:22]1. Starting materials: O=C([O-])O, CCOC(=O)C(=O)c1ccc(OCCCCC(=O)c2cc(C(C)(C)C)c(OCOCCOC)c(C(C)(C)C)c2)cc1, ClCCl, [Na+], O=C(O)C(F)(F)F. The product is CCOC(=O)C(=O)c1ccc(OCCCCC(=O)c2cc(C(C)(C)C)c(O)c(C(C)(C)C)c2)cc1. RXN SMILES: [C:49](=[O:50])([OH:51])[O-:52].[CH2:1]([CH3:2])[O:3][C:4]([C:5]([c:6]1[cH:7][cH:8][c:9]([O:12][CH2:13][CH2:14][CH2:15][CH2:16][C:17](=[O:18])[c:19]2[cH:20][c:21]([C:36]([CH3:37])([CH3:38])[CH3:39])[c:22]([O:29][CH2:30][O:31][CH2:32][CH2:33][O:34][CH3:35])[c:23]([C:25]([CH3:26])([CH3:27])[CH3:28])[cH:24]2)[cH:10][cH:11]1)=[O:40])=[O:41].[Cl:54][CH2:55][Cl:56].[Na+:53].[OH:42][C:43]([C:44]([F:45])([F:46])[F:47])=[O:48]>>[CH2:1]([CH3:2])[O:3][C:4]([C:5]([c:6]1[cH:7][cH:8][c:9]([O:12][CH2:13][CH2:14][CH2:15][CH2:16][C:17](=[O:18])[c:19]2[cH:20][c:21]([C:36]([CH3:37])([CH3:38])[CH3:39])[c:22]([OH:29])[c:23]([C:25]([CH3:26])([CH3:27])[CH3:28])[cH:24]2)[cH:10][cH:11]1)=[O:40])=[O:41]. Starting materials: C(C)N(C\C=C/C1=C(C=CC(=C1)F)S(=O)(=O)NC1=C(C=2CCN3C(C2C=C1)=CC=N3)C(=O)OC)CC (methyl 8-[2-((Z)-3-diethylaminoprop-1-enyl)-4-fluorobenzenesulfonylamino]-5,6-dihydropyrazolo[5,1-a]isoquinoline-7-carboxylate), C(C)N(C\C=C/C1=C(C=CC(=C1)F)S(=O)(=O)NC1=C(C=2CCN3C(C2C=C1)=CC=N3)C(=O)OC)CC (methyl 8-[2-((Z)-3-diethylaminoprop-1-enyl)-4-fluorobenzenesulfonylamino]-5,6-dihydropyrazolo[5,1-a]isoquinoline-7-carboxylate), O.[OH-].[Li+] (lithium hydroxide monohydrate). Solvent: O1CCOCC1 (dioxane), O (water). Conditions: temperature 80 celsius. The product is C(C)N(C\C=C/C1=C(C=CC(=C1)F)S(=O)(=O)NC1=C(C=2CCN3C(C2C=C1)=CC=N3)C(=O)O)CC (8-[2-((Z)-3-diethylaminoprop-1-enyl)-4-fluorobenzenesulfonylamino]-5,6-dihydropyrazolo[5,1-a]isoquinoline-7-carboxylic acid). Isolated yield 36.1%. Reaction SMILES: [CH2:1]([N:3]([CH2:35][CH3:36])[CH2:4]/[CH:5]=[CH:6]\[C:7]1[CH:12]=[C:11]([F:13])[CH:10]=[CH:9][C:8]=1[S:14]([NH:17][C:18]1[CH:27]=[CH:26][C:25]2[C:24]3=[CH:28][CH:29]=[N:30][N:23]3[CH2:22][CH2:21][C:20]=2[C:19]=1[C:31]([O:33]C)=[O:32])(=[O:16])=[O:15])[CH3:2].O.[OH-].[Li+]>O1CCOCC1.O>[CH2:35]([N:3]([CH2:1][CH3:2])[CH2:4]/[CH:5]=[CH:6]\[C:7]1[CH:12]=[C:11]([F:13])[CH:10]=[CH:9][C:8]=1[S:14]([NH:17][C:18]1[CH:27]=[CH:26][C:25]2[C:24]3=[CH:28][CH:29]=[N:30][N:23]3[CH2:22][CH2:21][C:20]=2[C:19]=1[C:31]([OH:33])=[O:32])(=[O:15])=[O:16])[CH3:36] |f:1.2.3|. Reported procedure: A mixture of methyl 8-[2-((Z)-3-diethylaminoprop-1-enyl)-4-fluorobenzenesulfonylamino]-5,6-dihydropyrazolo[5,1-a]isoquinoline-7-carboxylate (Intermediate 20, 0.057 g) and lithium hydroxide monohydrate (0.090 g) in dioxane (4 mL) and water (1 mL) was heated to 80° C. for 32 hours. The resultant mixture was concentrated in vacuo and the residue was acidified with aqueous citric acid solution (10%) and extracted into DCM, dried (MgSO4) and filtered. The filtrate was concentrated in vacuo and the re... Reactants: C(C)(C)(C)OC(C[C@@H](C=1C=NC=C(C1)O)NC(=O)[C@H]1CN(CCC1)C(CCC1CCN(CC1)C(=O)OC(C)(C)C)=O)=O (Tert-butyl 4-{3-[(3R)-3-{[(1S)-3-tert-butoxy-1-(5-hydroxypyridin-3-yl)-3-oxopropyl]carbamoyl}piperidin-1-yl]-3-oxopropyl}piperidine-1-carboxylate), C([O-])([O-])=O.[Cs+].[Cs+] (cesium carbonate), FCCOS(=O)(=O)C1=CC=C(C)C=C1 (2-fluoroethyltosylate), C([O-])([O-])=O.[Cs+].[Cs+] (Cesium carbonate), FCCOS(=O)(=O)C1=CC=C(C)C=C1 (2-fluoroethyltosylat). Run in CN(C=O)C (N,N-dimethylformamide). Run at time 3.5 hour. Product: C(C)(C)(C)OC(C[C@@H](C=1C=NC=C(C1)OCCF)NC(=O)[C@H]1CN(CCC1)C(CCC1CCN(CC1)C(=O)OC(C)(C)C)=O)=O (tert-butyl 4-{3-[(3R)-3-({(1S)-3-tert-butoxy-1-[5-(2-fluoroethoxy)pyridin-3-yl]-3-oxopropyl}carbamoyl)piperidin-1-yl]-3-oxopropyl}piperidine-1-carboxylat). Isolated yield 77.6%. RXN SMILES: [C:1]([O:5][C:6](=[O:42])[CH2:7][C@H:8]([NH:16][C:17]([C@@H:19]1[CH2:24][CH2:23][CH2:22][N:21]([C:25](=[O:41])[CH2:26][CH2:27][CH:28]2[CH2:33][CH2:32][N:31]([C:34]([O:36][C:37]([CH3:40])([CH3:39])[CH3:38])=[O:35])[CH2:30][CH2:29]2)[CH2:20]1)=[O:18])[C:9]1[CH:10]=[N:11][CH:12]=[C:13]([OH:15])[CH:14]=1)([CH3:4])([CH3:3])[CH3:2].C(=O)([O-])[O-].[Cs+].[Cs+].[F:49][CH2:50][CH2:51]OS(C1C=CC(C)=CC=1)(=O)=O>CN(C)C=O>[C:1]([O:5][C:6](=[O:42])[CH2:7][C@H:8]([NH:16][C:17]([C@@H:19]1[CH2:24][CH2:23][CH2:22][N:21]([C:25](=[O:41])[CH2:26][CH2:27][CH:28]2[CH2:29][CH2:30][N:31]([C:34]([O:36][C:37]([CH3:40])([CH3:39])[CH3:38])=[O:35])[CH2:32][CH2:33]2)[CH2:20]1)=[O:18])[C:9]1[CH:10]=[N:11][CH:12]=[C:13]([O:15][CH2:51][CH2:50][F:49])[CH:14]=1)([CH3:3])([CH3:2])[CH3:4] |f:1.2.3|. Reported procedure: Tert-butyl 4-{3-[(3R)-3-{[(1S)-3-tert-butoxy-1-(5-hydroxypyridin-3-yl)-3-oxopropyl]carbamoyl}piperidin-1-yl]-3-oxopropyl}piperidine-1-carboxylate (example 25e, 800 mg, 1.36 mmol) was dissolved in N,N-dimethylformamide (52 mL). Cesium carbonate (1.1 g, 3.4 mmol) and 2-fluoroethyltosylat (445 mg, 2.04 mmol) were added. The mixture was stirred at room temperature for 3.5 hours, additional cesium carbonate (70 mg, 0.21 mmol) and 2-fluoroethyltosylate (28 mg, 0.13 mmol) were added and stirring was co...